From a dataset of the Open Reaction Database (ORD), a public repository of structured organic reaction records. describe an organic reaction: reactants, conditions, products, and yield Reactants: C1CCC2=NCCCN2CC1, COCCOC, CS(=O)c1nc(N)nc(-c2ccco2)c1C#N, OCc1ccc2ccccc2c1. Yields the product N#Cc1c(OCc2ccc3ccccc3c2)nc(N)nc1-c1ccco1. RXN SMILES: [CH2:30]1[CH2:31][CH2:32][C:33]2=[N:38][CH2:37][CH2:36][CH2:35][N:34]2[CH2:39][CH2:40]1.[CH3:41][O:42][CH2:43][CH2:44][O:45][CH3:46].[NH2:1][c:2]1[n:3][c:4]([S:15]([CH3:16])=[O:17])[c:5]([C:13]#[N:14])[c:6](-[c:8]2[o:9][cH:10][cH:11][cH:12]2)[n:7]1.[cH:18]1[c:19]([CH2:28][OH:29])[cH:20][cH:21][c:22]2[cH:23][cH:24][cH:25][cH:26][c:27]12>>[NH2:1][c:2]1[n:3][c:4]([O:29][CH2:28][c:19]2[cH:18][c:27]3[c:22]([cH:21][cH:20]2)[cH:23][cH:24][cH:25][cH:26]3)[c:5]([C:13]#[N:14])[c:6](-[c:8]2[o:9][cH:10][cH:11][cH:12]2)[n:7]1. The reactants are ClC1=C(C(=O)Cl)C(=CC=C1)Cl (2,6-dichlorobenzoylchloride), ClC=1C=C(N)C=CC1Cl (3,4-dichloroaniline), C(#N)S.N (ammonium rhodanide). Run in CC(=O)C (acetone), CC(=O)C (acetone), O (water). Reaction conditions: time 15 minute. Yields the product ClC1=C(C(=O)NC(=S)NC2=CC(=C(C=C2)Cl)Cl)C(=CC=C1)Cl (N-(2,6-dichlorobenzoyl)-N'-(3,4-dichlorophenyl)-thiourea). RXN SMILES: [Cl:1][C:2]1[CH:10]=[CH:9][CH:8]=[C:7]([Cl:11])[C:3]=1[C:4](Cl)=[O:5].[C:12]([SH:14])#[N:13].N.[Cl:16][C:17]1[CH:18]=[C:19]([CH:21]=[CH:22][C:23]=1[Cl:24])[NH2:20]>CC(C)=O.O>[Cl:1][C:2]1[CH:10]=[CH:9][CH:8]=[C:7]([Cl:11])[C:3]=1[C:4]([NH:13][C:12]([NH:20][C:19]1[CH:21]=[CH:22][C:23]([Cl:24])=[C:17]([Cl:16])[CH:18]=1)=[S:14])=[O:5] |f:1.2|. Procedure: 10.5 g of 2,6-dichlorobenzoylchloride are added drop by drop with stirring to a solution of 3.8 g of ammonium rhodanide in 15 ml of acetone. After boiling for 15 minutes the reaction mixture is added drop by drop to a solution of 8.1 g of 3,4-dichloroaniline in 15 ml of acetone. After stirring for 30 minutes the reaction mixture is poured in water and extracted with ether. The ethereal solution is dried and concentrated by evaporation and the residue is taken up in benzene. After working up and ... Starting materials: [H-].[Na+] (NaH), BrCC(CBr)(OC)OC (1,3-dibromo-2,2-dimethoxypropane), [Cl-].[NH4+] (ammonium chloride), C(CC(=O)OC(C)C)(=O)OC(C)C (Diisopropyl malonate), C(CC(=O)[O-])(=O)[O-] (malonate). Solvent: CN(C)C=O (DMF). Reaction conditions: temperature 140 celsius, time 1 hour. Yields the product C(C)(C)OC(=O)C1(CC(C1)(OC)OC)C(=O)OC(C)C (3,3-Dimethoxy-cyclobutane-1,1-dicarboxylic acid diisopropyl ester). As a reaction SMILES: [H-].[Na+].[C:3]([O:12][CH:13]([CH3:15])[CH3:14])(=[O:11])[CH2:4][C:5]([O:7][CH:8]([CH3:10])[CH3:9])=[O:6].C([O-])(=O)CC([O-])=O.Br[CH2:24][C:25]([O:30][CH3:31])([O:28][CH3:29])[CH2:26]Br.[Cl-].[NH4+]>CN(C=O)C>[CH:13]([O:12][C:3]([C:4]1([C:5]([O:7][CH:8]([CH3:9])[CH3:10])=[O:6])[CH2:26][C:25]([O:30][CH3:31])([O:28][CH3:29])[CH2:24]1)=[O:11])([CH3:15])[CH3:14] |f:0.1,5.6|. Procedure: A 1 L, two-necked flask containing 95% NaH (5.04 g, 210 mmol) was charged with 75 mL of DMF, evacuated, placed under a nitrogen atm, and cooled in an ice bath. Diisopropyl malonate (34.0 mL, 191 mmol) was carefully added dropwise via addition funnel under a positive flow of nitrogen (reaction vented through a needle placed in a septum on the second neck of the flask). After the addition of the malonate, the solution became very thick and yellow in color. After stirring for 1 h, the reaction was ... Starting materials: CC(C(=O)NC1=CC(=CC=C1)C1CCN(CC1)CCCCCC(C1=CC=CC=C1)=O)C (2-methyl-N-{3-[1-(6-oxo-6-phenylhexyl)-4-piperidinyl]phenyl}propanamide), Cl.C1(=CC=CC=C1)N(N)C1=CC=CC=C1 (1,1-diphenylhydrazine hydrochloride). The product is C1(=CC=CC=C1)N1C(=C(C2=CC=CC=C12)CCCCN1CCC(CC1)C=1C=C(C=CC1)NC(C(C)C)=O)C1=CC=CC=C1 (N-(3-{1-[4-(1,2-DIPHENYL-1H-INDOL-3-YL)BUTYL]-4-PIPERIDINYL}PHENYL)-2-METHYLPROPANAMIDE). RXN SMILES: [CH3:1][CH:2]([CH3:31])[C:3]([NH:5][C:6]1[CH:11]=[CH:10][CH:9]=[C:8]([CH:12]2[CH2:17][CH2:16][N:15]([CH2:18][CH2:19][CH2:20][CH2:21][CH2:22][C:23](=O)[C:24]3[CH:29]=[CH:28][CH:27]=[CH:26][CH:25]=3)[CH2:14][CH2:13]2)[CH:7]=1)=[O:4].Cl.[C:33]1([N:39]([C:41]2[CH:46]=[CH:45][CH:44]=[CH:43][CH:42]=2)N)[CH:38]=[CH:37][CH:36]=[CH:35][CH:34]=1>>[C:33]1([N:39]2[C:41]3[C:46](=[CH:45][CH:44]=[CH:43][CH:42]=3)[C:22]([CH2:21][CH2:20][CH2:19][CH2:18][N:15]3[CH2:16][CH2:17][CH:12]([C:8]4[CH:7]=[C:6]([NH:5][C:3](=[O:4])[CH:2]([CH3:31])[CH3:1])[CH:11]=[CH:10][CH:9]=4)[CH2:13][CH2:14]3)=[C:23]2[C:24]2[CH:25]=[CH:26][CH:27]=[CH:28][CH:29]=2)[CH:38]=[CH:37][CH:36]=[CH:35][CH:34]=1 |f:1.2|. Procedure: Prepared by Procedure E and Scheme M using 2-methyl-N-{3-[1-(6-oxo-6-phenylhexyl)-4-piperidinyl]phenyl}propanamide and 1,1-diphenylhydrazine hydrochloride: ESMS m/e: (M+H)+. 570.3. The reactants are C1CCOC1, [Li]CCCC, CCOC(C)=O, Cn1ccnc1, CC[Si](Cl)(CC)CC, COc1ccc(C(=O)c2ccc3nc(Cl)nc(-c4cccc(Cl)c4)c3c2)cc1, O. The product is COc1ccc(C(O)(c2ccc3nc(Cl)nc(-c4cccc(Cl)c4)c3c2)c2cncn2C)cc1. Reaction SMILES: [CH2:48]1[O:49][CH2:50][CH2:51][CH2:52]1.[CH3:1][CH2:2][CH2:3][CH2:4][Li:5].[CH3:53][CH2:54][O:55][C:56]([CH3:57])=[O:58].[CH3:6][n:7]1[cH:8][cH:9][n:10][cH:11]1.[Cl:12][Si:13]([CH2:14][CH3:15])([CH2:16][CH3:17])[CH2:18][CH3:19].[Cl:20][c:21]1[n:22][c:23]2[cH:24][cH:25][c:26]([C:38](=[O:39])[c:40]3[cH:41][cH:42][c:43]([O:46][CH3:47])[cH:44][cH:45]3)[cH:27][c:28]2[c:29](-[c:31]2[cH:32][c:33]([Cl:37])[cH:34][cH:35][cH:36]2)[n:30]1.[OH2:59]>>[CH3:6][n:7]1[c:8]([C:38]([c:26]2[cH:25][cH:24][c:23]3[n:22][c:21]([Cl:20])[n:30][c:29](-[c:31]4[cH:32][c:33]([Cl:37])[cH:34][cH:35][cH:36]4)[c:28]3[cH:27]2)([OH:39])[c:40]2[cH:41][cH:42][c:43]([O:46][CH3:47])[cH:44][cH:45]2)[cH:9][n:10][cH:11]1. Reactants: Br.ClC1=CC=C(CC2C(N(CC3N2C(C(CN3S(=O)(=O)C3=C(C=C(C=C3)Cl)Cl)N)=O)C(C)C)=O)C=C1 (6-(4-chlorobenzyl)-1-(2,4-dichlorobenzenesulfonyl)-3-amino-8-isopropylhexahydropyrazino[1,2-a]pyrimidine-4,7-dione hydrobromide), C=O (formaldehyde), C(#N)[BH3-].[Na+] (sodium cyanoborohydride), C(C)(=O)O (acetic acid). Solvent: CO (methanol), C1CCOC1 (THF). Run at time 2 hour. Product: ClC1=CC=C(CC2C(N(CC3N2C(C(CN3S(=O)(=O)C3=C(C=C(C=C3)Cl)Cl)N(C)C)=O)C(C)C)=O)C=C1 (6-(4-Chlorobenzyl)-1-(2,4-dichlorobenzenesulfonyl)-3-dimethylamino-8-isopropylhexahydropyrazino[1,2-a]pyrimidine-4,7-dione). As a reaction SMILES: Br.[Cl:2][C:3]1[CH:36]=[CH:35][C:6]([CH2:7][CH:8]2[N:13]3C(=O)C(N)[CH2:16][N:17]([S:18]([C:21]4[CH:26]=[CH:25][C:24]([Cl:27])=[CH:23][C:22]=4[Cl:28])(=[O:20])=[O:19])[CH:12]3[CH2:11][N:10]([CH:31]([CH3:33])[CH3:32])[C:9]2=[O:34])=[CH:5][CH:4]=1.[C:37]([OH:40])(=O)[CH3:38].[CH2:41]=O.[C:43]([BH3-])#[N:44].[Na+]>CO.C1COCC1>[Cl:2][C:3]1[CH:4]=[CH:5][C:6]([CH2:7][CH:8]2[N:13]3[C:37](=[O:40])[CH:38]([N:44]([CH3:43])[CH3:41])[CH2:16][N:17]([S:18]([C:21]4[CH:26]=[CH:25][C:24]([Cl:27])=[CH:23][C:22]=4[Cl:28])(=[O:20])=[O:19])[CH:12]3[CH2:11][N:10]([CH:31]([CH3:32])[CH3:33])[C:9]2=[O:34])=[CH:35][CH:36]=1 |f:0.1,4.5|. Reported procedure: 200 mg of 6-(4-chlorobenzyl)-1-(2,4-dichlorobenzenesulfonyl)-3-amino-8-isopropylhexahydropyrazino[1,2-a]pyrimidine-4,7-dione hydrobromide (Example 2) were dissolved in 15 ml of methanol, and 600 μl of acetic acid were added. 0.5 ml of 37% strength aqueous formaldehyde and 3 ml of 1M sodium cyanoborohydride solution in THF were added to this solution. After 2 hours, the reaction mixture was evaporated, suspended in 5% Et3N in ethyl acetate and filtered through a small silica gel column. The eluen... The reactants are COc1ccc(C2=NN(C3CCN(C(=O)c4cccc(OC(C)=O)c4)CC3)C(=O)C2(C)C)cc1OC, C1CCOC1, CC(C)=O, CO, Cl, [Na+], [OH-]. Product: COc1ccc(C2=NN(C3CCN(C(=O)c4cccc(O)c4)CC3)C(=O)C2(C)C)cc1OC. As a reaction SMILES: [C:1](=[O:2])([CH3:3])[O:4][c:5]1[cH:6][c:7]([C:11](=[O:12])[N:13]2[CH2:14][CH2:15][CH:16]([N:19]3[N:20]=[C:21]([c:27]4[cH:28][c:29]([O:35][CH3:36])[c:30]([O:33][CH3:34])[cH:31][cH:32]4)[C:22]([CH3:25])([CH3:26])[C:23]3=[O:24])[CH2:17][CH2:18]2)[cH:8][cH:9][cH:10]1.[CH2:40]1[O:41][CH2:42][CH2:43][CH2:44]1.[CH3:45][C:46](=[O:47])[CH3:48].[CH3:49][OH:50].[ClH:39].[Na+:38].[OH-:37]>>[OH:4][c:5]1[cH:6][c:7]([C:11](=[O:12])[N:13]2[CH2:14][CH2:15][CH:16]([N:19]3[N:20]=[C:21]([c:27]4[cH:28][c:29]([O:35][CH3:36])[c:30]([O:33][CH3:34])[cH:31][cH:32]4)[C:22]([CH3:25])([CH3:26])[C:23]3=[O:24])[CH2:17][CH2:18]2)[cH:8][cH:9][cH:10]1.